From a dataset of the Open Reaction Database (ORD), a public repository of structured organic reaction records. describe an organic reaction: reactants, conditions, products, and yield Reactants: FC1=C(C(=CC(=C1)C1(COCC1)O)F)C=1SC=C(N1)C(=O)OC (methyl 2-[2,6-difluoro-4-(3-hydroxytetrahydrofuran-3-yl)phenyl]thiazole-4-carboxylate), FC1=C(C(=CC(=C1)C1(COCC1)O)F)C=1SC=C(N1)C(=O)O (2-(2,6-difluoro-4-(3-hydroxytetrahydrofuran-3-yl)phenyl)thiazole-4-carboxylic acid), FC(C(=O)O)(F)F (TRIFLUOROACETIC ACID). Solvent: ClCCl (dichloromethane). Conditions: temperature 120 celsius. The product is O1CC(=CC1)C1=CC(=C(C(=C1)F)C=1SC=C(N1)C(=O)OC)F (methyl 2-(4-(2,5-dihydrofuran-3-yl)-2,6-difluorophenyl)thiazole-4-carboxylate). Yield: 24.1%. RXN SMILES: [F:1][C:2]1[CH:7]=[C:6]([C:8]2(O)[CH2:12][CH2:11][O:10][CH2:9]2)[CH:5]=[C:4]([F:14])[C:3]=1[C:15]1[S:16][CH:17]=[C:18]([C:20]([O:22][CH3:23])=[O:21])[N:19]=1.FC1C=C(C2(O)CCOC2)C=C(F)C=1C1SC=C(C(O)=O)N=1.FC(F)(F)C(O)=O>ClCCl>[O:10]1[CH2:11][CH:12]=[C:8]([C:6]2[CH:7]=[C:2]([F:1])[C:3]([C:15]3[S:16][CH:17]=[C:18]([C:20]([O:22][CH3:23])=[O:21])[N:19]=3)=[C:4]([F:14])[CH:5]=2)[CH2:9]1. Procedure: To a solution of methyl 2-[2,6-difluoro-4-(3-hydroxytetrahydrofuran-3-yl)phenyl]thiazole-4-carboxylate (250 mg, 0.732 mmol, precursor to Intermediate 144) in dichloromethane (1 mL) was added TRIFLUOROACETIC ACID (1 mL) The mixture was heated at 120° C. in microwave for 2 h. After in vacuo concentration, purification by CombiFlash (0 to 100% EtOAC in heptane) provided methyl 2-(4-(2,5-dihydrofuran-3-yl)-2,6-difluorophenyl)thiazole-4-carboxylate (57 mg, 24% yield) as a mixture of olefin isomers. Starting materials: c1ccc(CN2CCNCC2)cc1, ClCCl, COc1ccc(CSc2ccccc2C(=O)O)cc1. Yields the product COc1ccc(CSc2ccccc2C(=O)N2CCN(Cc3ccccc3)CC2)cc1. RXN SMILES: [CH2:20]([c:21]1[cH:22][cH:23][cH:24][cH:25][cH:26]1)[N:27]1[CH2:28][CH2:29][NH:30][CH2:31][CH2:32]1.[CH2:33]([Cl:34])[Cl:35].[CH3:1][O:2][c:3]1[cH:4][cH:5][c:6]([CH2:7][S:8][c:9]2[c:10]([C:11](=[O:12])[OH:13])[cH:14][cH:15][cH:16][cH:17]2)[cH:18][cH:19]1>>[CH3:1][O:2][c:3]1[cH:4][cH:5][c:6]([CH2:7][S:8][c:9]2[c:10]([C:11](=[O:13])[N:30]3[CH2:29][CH2:28][N:27]([CH2:20][c:21]4[cH:22][cH:23][cH:24][cH:25][cH:26]4)[CH2:32][CH2:31]3)[cH:14][cH:15][cH:16][cH:17]2)[cH:18][cH:19]1. The reactants are CN(C)C=O, CN1CC(CCCl)Cc2ncccc2C1=O, c1c[nH]cn1. Yields the product CN1CC(CCn2ccnc2)Cc2ncccc2C1=O. As a reaction SMILES: [CH3:22][N:23]([CH3:24])[CH:25]=[O:26].[Cl:1][CH2:2][CH2:3][CH:4]1[CH2:5][c:6]2[c:7]([cH:13][cH:14][cH:15][n:16]2)[C:8](=[O:12])[N:9]([CH3:11])[CH2:10]1.[nH:17]1[cH:18][n:19][cH:20][cH:21]1>>[CH2:2]([CH2:3][CH:4]1[CH2:5][c:6]2[c:7]([cH:13][cH:14][cH:15][n:16]2)[C:8](=[O:12])[N:9]([CH3:11])[CH2:10]1)[n:17]1[cH:18][n:19][cH:20][cH:21]1. Starting materials: C(C)(=O)O[C@@H](C(=O)O)[C@@H]1C(N(CCO1)C1=CC(=CC(=C1)C(F)(F)F)C(F)(F)F)=O ((R)-2-acetoxy-2-((R)-4-(3,5-bis(trifluoromethyl)phenyl)-3-oxomorpholin-2-yl)acetic acid), NC=1C=C2CNC(C2=CC1)=O (5-aminoisoindolin-1-one). Yields the product C(C)(=O)O[C@@H](C(NC=1C=C2CNC(C2=CC1)=O)=O)[C@@H]1C(N(CCO1)C1=CC(=CC(=C1)C(F)(F)F)C(F)(F)F)=O ((R)-1-((R)-4-(3,5-bis(trifluoromethyl)phenyl)-3-oxomorpholin-2-yl)-2-oxo-2-(1-oxoisoindolin-5-ylamino)ethyl acetate). Isolated yield 81.5%. Reaction SMILES: [C:1]([O:4][C@H:5]([C@H:9]1[O:14][CH2:13][CH2:12][N:11]([C:15]2[CH:20]=[C:19]([C:21]([F:24])([F:23])[F:22])[CH:18]=[C:17]([C:25]([F:28])([F:27])[F:26])[CH:16]=2)[C:10]1=[O:29])[C:6](O)=[O:7])(=[O:3])[CH3:2].[NH2:30][C:31]1[CH:32]=[C:33]2[C:37](=[CH:38][CH:39]=1)[C:36](=[O:40])[NH:35][CH2:34]2>>[C:1]([O:4][C@H:5]([C@H:9]1[O:14][CH2:13][CH2:12][N:11]([C:15]2[CH:16]=[C:17]([C:25]([F:26])([F:28])[F:27])[CH:18]=[C:19]([C:21]([F:24])([F:23])[F:22])[CH:20]=2)[C:10]1=[O:29])[C:6](=[O:7])[NH:30][C:31]1[CH:32]=[C:33]2[C:37](=[CH:38][CH:39]=1)[C:36](=[O:40])[NH:35][CH2:34]2)(=[O:3])[CH3:2]. Procedure details: According to the Step 70-5 in the synthetic method for EXAMPLE 70, compound 73-3 (65 mg) was used instead of compound 70-4 to couple to 5-aminoisoindolin-1-one (25 mg) to obtain compound 74-1 (69 mg) as a white solid after reverse-phase (C18) purification. Starting materials: N1=CN=C2N=CNC2=C1N (adenine), C(=O)([O-])[O-].[K+].[K+] (K2CO3), [Cl-] (chloride), S(=O)(Cl)Cl (Thionyl chloride), NC1=C(C(=O)O)C(=CC=C1)C (2-amino-6-methylbenzoic acid), C(C)(C)C1=C(N)C=CC=C1 (2-isopropylaniline), ClCC(=O)Cl (chloro-actyl chloride). Run in CCOC(=O)C.CCCCCC (EtOAc hexane), O (water), CN(C)C=O (DMF), C1=CC=CC=C1 (benzene). Reaction conditions: time 8 hour. Yields the product NC1=C2N=CN(C2=NC=N1)CC1=NC2=CC=CC(=C2C(N1C1=C(C=CC=C1)C(C)C)=O)C (2-(6-Aminopurin-9-ylmethyl)-3-(2-isopropylphenyl)-5-methyl-3H-quinazolin-4-one). As a reaction SMILES: S(Cl)(Cl)=O.[NH2:5][C:6]1[CH:14]=[CH:13][CH:12]=[C:11]([CH3:15])[C:7]=1[C:8]([OH:10])=O.[CH:16]([C:19]1[CH:25]=[CH:24][CH:23]=[CH:22][C:20]=1[NH2:21])([CH3:18])[CH3:17].Cl[CH2:27][C:28](Cl)=O.[Cl-].[N:32]1[C:40]([NH2:41])=[C:39]2[C:35]([N:36]=[CH:37][NH:38]2)=[N:34][CH:33]=1.C([O-])([O-])=O.[K+].[K+]>C1C=CC=CC=1.CN(C=O)C.O.CCOC(C)=O.CCCCCC>[NH2:41][C:40]1[N:32]=[CH:33][N:34]=[C:35]2[C:39]=1[N:38]=[CH:37][N:36]2[CH2:27][C:28]1[N:21]([C:20]2[CH:22]=[CH:23][CH:24]=[CH:25][C:19]=2[CH:16]([CH3:18])[CH3:17])[C:8](=[O:10])[C:7]2[C:6](=[CH:14][CH:13]=[CH:12][C:11]=2[CH3:15])[N:5]=1 |f:6.7.8,12.13|. Procedure: Thionyl chloride (2.2 mL, 30 mmol) was added to a stirred solution of 2-amino-6-methylbenzoic acid (1.51 g, 10 mmol) in benzene (50 mL) and the mixture was heated at reflux for 18 h. Once cooled, the solvent was removed in vacuo and stripped down twice with benzene (25 mL). The residue was dissolved in CHCl3 (50 mL) and treated with 2-isopropylaniline (2.83 mL, 20 mmol). The slurry was then heated at reflux for 3 h. At that time TLC (50% EtOAc/hexane) indicated that the reaction was complete. Af... Procedure: As a known compound, t-butylethyl, (i.e., 3,3-dimethylbutyl) diphenyl phosphine was also synthesized via the known displacement approach: the reaction of lithium diphenyl phosphide with 3,3-dimethylbutyl chloride provided the compound in good yield. Product: CC(CCP(C1=CC=CC=C1)C1=CC=CC=C1)(C)C (3,3-Dimethylbutyl Diphenyl Phosphine). Starting materials: C1(=CC=CC=C1)PC1=CC=CC=C1 (diphenyl phosphine), lithium diphenyl phosphide, CC(CCCl)(C)C (3,3-dimethylbutyl chloride). Reaction SMILES: [C:1]1([PH:7][C:8]2[CH:13]=[CH:12][CH:11]=[CH:10][CH:9]=2)[CH:6]=[CH:5][CH:4]=[CH:3][CH:2]=1.[CH3:14][C:15]([CH3:20])([CH3:19])[CH2:16][CH2:17]Cl>>[CH3:14][C:15]([CH3:20])([CH3:19])[CH2:16][CH2:17][P:7]([C:1]1[CH:2]=[CH:3][CH:4]=[CH:5][CH:6]=1)[C:8]1[CH:9]=[CH:10][CH:11]=[CH:12][CH:13]=1.